This data is from the Open Reaction Database (ORD), a public repository of structured organic reaction records. The task is: describe an organic reaction: reactants, conditions, products, and yield Reactants: CC(=O)Nc1ccc2c(c1)cc(C(=O)[O-])n2C(=O)OCCC(C)(C)C, C1CCOC1, CO, [Li+], [OH-]. The product is CC(=O)Nc1ccc2[nH]c(C(=O)O)cc2c1. Reaction SMILES: [C:3]([CH3:4])(=[O:5])[NH:6][c:7]1[cH:8][c:9]2[cH:10][c:11]([C:25](=[O:26])[O-:27])[n:12]([C:16]([O:17][CH2:18][CH2:19][C:20]([CH3:21])([CH3:22])[CH3:23])=[O:24])[c:13]2[cH:14][cH:15]1.[CH2:30]1[O:31][CH2:32][CH2:33][CH2:34]1.[CH3:28][OH:29].[Li+:1].[OH-:2]>>[C:3]([CH3:4])(=[O:5])[NH:6][c:7]1[cH:8][c:9]2[cH:10][c:11]([C:25](=[O:26])[OH:27])[nH:12][c:13]2[cH:14][cH:15]1. Starting materials: C(C)(C)(C)OC(=O)N1CCC(CC1)OC1=CC=C(NCC2=CC=C3C=CC(=CC3=C2)C#N)C=C1 (7-[[4-[(1-t-butoxycarbonyl-4-piperidyl)oxy]anilino]methyl]-2-naphthalenecarbonitrile), C(C)(C)(C)OC(NS(=O)(=O)Cl)=O (t-butyl(chlorosulfonyl)carbamate), C(C)(C)(C)OC(NS(=O)(=O)Cl)=O (t-butyl(chlorosulfonyl)carbamate). Yields the product C(C)(C)(C)OC(=O)N1CCC(CC1)OC1=CC=C(C=C1)N(S(=O)(=O)NC(OC(C)(C)C)=O)CC1=CC2=CC(=CC=C2C=C1)C#N (t-Butyl N-[N-[4-[(1-t-butoxycarbonyl-4-piperidyl)oxy]phenyl]-N-[(7-cyano-2-naphthyl)methyl]sulfamoyl]carbamate). As a reaction SMILES: [C:1]([O:5][C:6]([N:8]1[CH2:13][CH2:12][CH:11]([O:14][C:15]2[CH:34]=[CH:33][C:18]([NH:19][CH2:20][C:21]3[CH:30]=[C:29]4[C:24]([CH:25]=[CH:26][C:27]([C:31]#[N:32])=[CH:28]4)=[CH:23][CH:22]=3)=[CH:17][CH:16]=2)[CH2:10][CH2:9]1)=[O:7])([CH3:4])([CH3:3])[CH3:2].[C:35]([O:39][C:40](=[O:46])[NH:41][S:42](Cl)(=[O:44])=[O:43])([CH3:38])([CH3:37])[CH3:36]>>[C:1]([O:5][C:6]([N:8]1[CH2:13][CH2:12][CH:11]([O:14][C:15]2[CH:16]=[CH:17][C:18]([N:19]([CH2:20][C:21]3[CH:22]=[CH:23][C:24]4[C:29](=[CH:28][C:27]([C:31]#[N:32])=[CH:26][CH:25]=4)[CH:30]=3)[S:42]([NH:41][C:40](=[O:46])[O:39][C:35]([CH3:37])([CH3:36])[CH3:38])(=[O:43])=[O:44])=[CH:33][CH:34]=2)[CH2:10][CH2:9]1)=[O:7])([CH3:4])([CH3:2])[CH3:3]. Reported procedure: Starting compound: 7-[[4-[(1-t-butoxycarbonyl-4-piperidyl)oxy]anilino]methyl]-2-naphthalenecarbonitrile, t-butyl(chlorosulfonyl)carbamate In this connection, the method for the synthesis of t-butyl(chlorosulfonyl)carbamate is described in Tetrahedron, 49(1), 65 (1993). Reactants: [H-].[Na+] (sodium hydride), [I-].C[S+](C)C (trimethylsulfonium iodide), BrC1=C(C=O)C=CC=C1 (o-bromo-benzaldehyde). Product: BrC1=C(C2CO2)C=CC=C1 (o-bromostyrene oxide). RXN SMILES: [H-].[Na+].[I-].[CH3:4][S+](C)C.[Br:8][C:9]1[CH:16]=[CH:15][CH:14]=[CH:13][C:10]=1[CH:11]=[O:12]>>[Br:8][C:9]1[CH:16]=[CH:15][CH:14]=[CH:13][C:10]=1[CH:11]1[O:12][CH2:4]1 |f:0.1,2.3|. Procedure details: Following the procedure of Example 7 and employing 42.0 g of 57% of sodium hydride in mineral oil, 200 g (0.1 mol) of trimethylsulfonium iodide and 70.4 g (0.50 mol) of o-bromo-benzaldehyde there is obtained o-bromostyrene oxide. Starting materials: FC=1C=CC(=C(C1)C1(CC1)CC(CNC1=C2C=CC(=NC2=CC=C1)C)(O)C(F)(F)F)OC (3-[1-(5-fluoro-2-methoxyphenyl)cycloprop-1-yl]-1-(2-methylquinolin-5-ylamino)-2-(trifluoromethyl)propan-2-ol), B(Br)(Br)Br (boron tribromide). Solvent: ClCCl (dichloromethane). Conditions: time 1 hour. Yields the product FC=1C=CC(=C(C1)C1(CC1)CC(CNC1=C2C=CC(=NC2=CC=C1)C)(O)C(F)(F)F)O (3-[1-(5-Fluoro-2-hydroxyphenyl)cycloprop-1-yl]-1-(2-methylquinolin-5-ylamino)-2-(trifluoromethyl)propan-2-ol). As a reaction SMILES: [F:1][C:2]1[CH:3]=[CH:4][C:5]([O:31]C)=[C:6]([C:8]2([CH2:11][C:12]([C:27]([F:30])([F:29])[F:28])([OH:26])[CH2:13][NH:14][C:15]3[CH:24]=[CH:23][CH:22]=[C:21]4[C:16]=3[CH:17]=[CH:18][C:19]([CH3:25])=[N:20]4)[CH2:10][CH2:9]2)[CH:7]=1.B(Br)(Br)Br>ClCCl>[F:1][C:2]1[CH:3]=[CH:4][C:5]([OH:31])=[C:6]([C:8]2([CH2:11][C:12]([C:27]([F:28])([F:29])[F:30])([OH:26])[CH2:13][NH:14][C:15]3[CH:24]=[CH:23][CH:22]=[C:21]4[C:16]=3[CH:17]=[CH:18][C:19]([CH3:25])=[N:20]4)[CH2:9][CH2:10]2)[CH:7]=1. Procedure: Analogously to Example 38, 395 mg (0.88 mmol) of 3-[1-(5-fluoro-2-methoxyphenyl)cycloprop-1-yl]-1-(2-methylquinolin-5-ylamino)-2-(trifluoromethyl)propan-2-ol is reacted with 4.30 ml (4.3 mmol) of a 1 M boron tribromide solution in 8.0 ml of dichloromethane. After one hour at 0° C., the reaction is halted. The subsequent recrystallization from ethyl acetate, acetone and methanol yields 257 mg (67% of theory) of the product. The reactants are FC1=CC2=C(OCCO2)C=C1 (6-fluoro-2,3-dihydrobenzo[1,4]dioxine), COC(Cl)Cl (dichloromethyl methyl ether). The reagents and catalysts are [Ti](Cl)(Cl)(Cl)Cl (titanium tetrachloride). The product is FC=1C(=CC2=C(OCCO2)C1)C=O (7-Fluoro-2,3-dihydrobenzo[1,4]dioxine-6-carboxaldehyde). Reaction SMILES: [F:1][C:2]1[CH:11]=[CH:10][C:5]2[O:6][CH2:7][CH2:8][O:9][C:4]=2[CH:3]=1.[CH3:12][O:13]C(Cl)Cl>[Ti](Cl)(Cl)(Cl)Cl>[F:1][C:2]1[C:11]([CH:12]=[O:13])=[CH:10][C:5]2[O:6][CH2:7][CH2:8][O:9][C:4]=2[CH:3]=1. Reported procedure: 7-Fluoro-2,3-dihydrobenzo[1,4]dioxine-6-carboxaldehyde was prepared from 6-fluoro-2,3-dihydrobenzo[1,4]dioxine [V. Daukas et al Chemija, 1999, 10 (1), 59] by reaction of dichloromethyl methyl ether and titanium tetrachloride: LC-MS (ES) m/e 155 (M+H)+. The reactants are NCCO (2-Aminoethanol), C([O-])([O-])=O.[Na+].[Na+] (sodium carbonate), ClC(COC(=O)Cl)(Cl)Cl (2,2,2-trichloroethylchloroformate). Run in CC(=O)C.O (acetone water). Run at temperature 0 celsius, time 3 hour. Product: ClC(COC(=O)NCCO)(Cl)Cl (2-(2,2,2-trichloroethoxycarbonylamino)ethanol). As a reaction SMILES: [NH2:1][CH2:2][CH2:3][OH:4].C(=O)([O-])[O-].[Na+].[Na+].[Cl:11][C:12]([Cl:19])([Cl:18])[CH2:13][O:14][C:15](Cl)=[O:16]>CC(C)=O.O>[Cl:11][C:12]([Cl:19])([Cl:18])[CH2:13][O:14][C:15]([NH:1][CH2:2][CH2:3][OH:4])=[O:16] |f:1.2.3,5.6|. Procedure details: 2-Aminoethanol (20 g.) and sodium carbonate (27.8 g.) is dissolved in acetone-water (4:1) (500 ml.) and 2,2,2-trichloroethylchloroformate (104.2 g.) is added dropwise to the stirred solution at 0° C. over a period of 0.5 hours. The mixture is stirred at 0° C. for a further 3 hours. The solids are filtered off and washed with acetone and the filtrate is evaporated to dryness. The resulting gum is taken up in chloroform (500 ml.) and washed with water (3×100 ml.). The chloroform solution is evapor...